From a dataset of the Open Reaction Database (ORD), a public repository of structured organic reaction records. describe an organic reaction: reactants, conditions, products, and yield Reactants: [CH2]C, CCCc1cc(-c2nc(CC)cs2)ccc1OCCCOc1ccc2c(c1)CCC2CC(=O)OCC, C1CCOC1, CO, [Li+], [OH-], O, O. The product is CCCc1cc(-c2nc(CC)cs2)ccc1OCCCOc1ccc2c(c1)CCC2CC(=O)O. Reaction SMILES: [CH2:1][CH3:2].[CH2:3]([CH3:4])[c:5]1[n:6][c:7](-[c:10]2[cH:11][c:12]([CH2:36][CH2:37][CH3:38])[c:13]([O:14][CH2:15][CH2:16][CH2:17][O:18][c:19]3[cH:20][c:21]4[c:25]([cH:26][cH:27]3)[CH:24]([CH2:28][C:29](=[O:30])[O:31][CH2:32][CH3:33])[CH2:23][CH2:22]4)[cH:34][cH:35]2)[s:8][cH:9]1.[CH2:42]1[O:43][CH2:44][CH2:45][CH2:46]1.[CH3:48][OH:49].[Li+:40].[OH-:39].[OH2:41].[OH2:47]>>[CH2:3]([CH3:4])[c:5]1[n:6][c:7](-[c:10]2[cH:11][c:12]([CH2:36][CH2:37][CH3:38])[c:13]([O:14][CH2:15][CH2:16][CH2:17][O:18][c:19]3[cH:20][c:21]4[c:25]([cH:26][cH:27]3)[CH:24]([CH2:28][C:29](=[O:30])[OH:31])[CH2:23][CH2:22]4)[cH:34][cH:35]2)[s:8][cH:9]1.